This data is from the Open Reaction Database (ORD), a public repository of structured organic reaction records. The task is: describe an organic reaction: reactants, conditions, products, and yield The reactants are C(C)OC(C(=O)N(CC1=CC=C(C=C1)C(F)(F)F)CC1=CC=C(C=C1)N)=O (ethyl{(4-aminobenzyl)[4-(trifluoromethyl)benzyl]amino}(oxo)acetate), C(CCCCCCCCC=C)(=O)Cl (undec-10-enoyl chloride). The product is O=C(C(=O)OCC)N(CC1=CC=C(C=C1)NC(CCCCCCCCC=C)=O)CC1=CC=C(C=C1)C(F)(F)F (ethyl oxo{[4-(trifluoromethyl)benzyl][4-(undec-10-enoylamino)-benzyl]amino}acetate). Isolated yield 71.0%. Reaction SMILES: [CH2:1]([O:3][C:4](=[O:27])[C:5]([N:7]([CH2:19][C:20]1[CH:25]=[CH:24][C:23]([NH2:26])=[CH:22][CH:21]=1)[CH2:8][C:9]1[CH:14]=[CH:13][C:12]([C:15]([F:18])([F:17])[F:16])=[CH:11][CH:10]=1)=[O:6])[CH3:2].[C:28](Cl)(=[O:39])[CH2:29][CH2:30][CH2:31][CH2:32][CH2:33][CH2:34][CH2:35][CH2:36][CH:37]=[CH2:38]>>[O:6]=[C:5]([N:7]([CH2:8][C:9]1[CH:10]=[CH:11][C:12]([C:15]([F:16])([F:17])[F:18])=[CH:13][CH:14]=1)[CH2:19][C:20]1[CH:21]=[CH:22][C:23]([NH:26][C:28](=[O:39])[CH2:29][CH2:30][CH2:31][CH2:32][CH2:33][CH2:34][CH2:35][CH2:36][CH:37]=[CH2:38])=[CH:24][CH:25]=1)[C:4]([O:3][CH2:1][CH3:2])=[O:27]. Procedure details: The same procedure as employed in the preparation of Example 15, step d using ethyl{(4-aminobenzyl)[4-(trifluoromethyl)benzyl]amino}(oxo)acetate and undec-10-enoyl chloride gave the title compound as a colorless oil (71%). HPLC (Condition A), Rt: 6.7 min (HPLC purity: 99%). The reactants are OC1=C(C(=C(C(=C1CC=C(C)C)O)CC=C(C)C)O)C(CC)=O (1-[2,4,6-trihydroxy-3,5-di(3-methyl-2-buten-1-yl)phenyl]propan-1-one), C([O-])([O-])=O.[K+].[K+] (potassium carbonate), FC=1C=C(C(=O)Cl)C=CC1F (3,4-difluorobenzoyl chloride). Reagents/catalysts: CCCC[N+](CCCC)(CCCC)CCCC.[Br-] (TBAB). The solvent is C1(=CC=CC=C1)C (toluene). Yields the product FC=1C=C(C=CC1F)C=1OC2=C(C(C1C)=O)C(=C(C(=C2CC=C(C)C)O)CC=C(C)C)O (2-(3,4-difluorophenyl)-3-methyl-5,7-dihydroxy-6,8-di(3-methyl-2-buten-1-yl)-4H-benzopyran-4-one). Isolated yield 1.2%. Reaction SMILES: [OH:1][C:2]1[C:7]([CH2:8][CH:9]=[C:10]([CH3:12])[CH3:11])=[C:6]([OH:13])[C:5]([CH2:14][CH:15]=[C:16]([CH3:18])[CH3:17])=[C:4](O)[C:3]=1[C:20](=[O:23])[CH2:21][CH3:22].C(=O)([O-])[O-].[K+].[K+].[F:30][C:31]1[CH:32]=[C:33]([CH:37]=[CH:38][C:39]=1[F:40])[C:34](Cl)=[O:35]>CCCC[N+](CCCC)(CCCC)CCCC.[Br-].C1(C)C=CC=CC=1>[F:30][C:31]1[CH:32]=[C:33]([C:34]2[O:35][C:4]3[C:5]([CH2:14][CH:15]=[C:16]([CH3:18])[CH3:17])=[C:6]([OH:13])[C:7]([CH2:8][CH:9]=[C:10]([CH3:12])[CH3:11])=[C:2]([OH:1])[C:3]=3[C:20](=[O:23])[C:21]=2[CH3:22])[CH:37]=[CH:38][C:39]=1[F:40] |f:1.2.3,5.6|. Reported procedure: Under nitrogen atmosphere, 1-[2,4,6-trihydroxy-3,5-di(3-methyl-2-buten-1-yl)phenyl]propan-1-one (300 mg, 0.943 mmol), anhydrous potassium carbonate powder (817 mg, 5.91 mmol), TBAB (tetrabutyl ammonium bromide, 477 mg, 1.47 mmol) and 3,4-difluorobenzoyl chloride (348 mg, 1.97 mmol) were dissolved in toluene (30 mL), and refluxed for 6 hours. After cooling, toluene was removed, and then water (20 mL) was added. The aqueous solution was extracted with ethyl acetate. The combined organic phase was ... Starting materials: O=C(Cl)OCc1ccc([N+](=O)[O-])cc1, NCCOCC1CC(O)CN1C(=O)OCc1ccc([N+](=O)[O-])cc1, [Na+], C1CCOC1, [OH-], O. The product is O=C(NCCOCC1CC(O)CN1C(=O)OCc1ccc([N+](=O)[O-])cc1)OCc1ccc([N+](=O)[O-])cc1. As a reaction SMILES: [N+:25](=[O:26])([O-:27])[c:28]1[cH:29][cH:30][c:31]([CH2:32][O:33][C:34](=[O:35])[Cl:36])[cH:37][cH:38]1.[NH2:1][CH2:2][CH2:3][O:4][CH2:5][CH:6]1[N:7]([C:12](=[O:13])[O:14][CH2:15][c:16]2[cH:17][cH:18][c:19]([N+:22](=[O:23])[O-:24])[cH:20][cH:21]2)[CH2:8][CH:9]([OH:11])[CH2:10]1.[Na+:40].[O:42]1[CH2:43][CH2:44][CH2:45][CH2:46]1.[OH-:39].[OH2:41]>>[NH:1]([CH2:2][CH2:3][O:4][CH2:5][CH:6]1[N:7]([C:12](=[O:13])[O:14][CH2:15][c:16]2[cH:17][cH:18][c:19]([N+:22](=[O:23])[O-:24])[cH:20][cH:21]2)[CH2:8][CH:9]([OH:11])[CH2:10]1)[C:34]([O:33][CH2:32][c:31]1[cH:30][cH:29][c:28]([N+:25](=[O:26])[O-:27])[cH:38][cH:37]1)=[O:35]. Reactants: C(#N)C(C(=O)OCC)=CNC1=NC=CC=C1CCCC (ethyl 2-cyano-3-(3-n-butyl-2-pyridylamino)acrylate), N1N=NN=C1C1=CN=C2N(C1=O)C=CC=C2 (3-(1H-tetrazol-5-yl)-4H-pyrido[1,2-a]pyrimidin-4-one). Yields the product C(CCC)C1=CC=CN2C1=NC=C(C2=O)C2=NN=NN2 (9-n-Butyl-3-(1H-tetrazol-5-yl)-4H-pyrido[1,2-a]pyrimidin-4-one). Yield: 30.0%. Reaction SMILES: [C:1]([C:3](=[CH:9][NH:10][C:11]1[C:16]([CH2:17][CH2:18][CH2:19][CH3:20])=[CH:15][CH:14]=[CH:13][N:12]=1)[C:4](OCC)=[O:5])#[N:2].[NH:21]1C(C2C(=O)N3C=CC=CC3=NC=2)=N[N:23]=[N:22]1>>[CH2:17]([C:16]1[C:11]2=[N:10][CH:9]=[C:3]([C:1]3[NH:2][N:23]=[N:22][N:21]=3)[C:4](=[O:5])[N:12]2[CH:13]=[CH:14][CH:15]=1)[CH2:18][CH2:19][CH3:20]. Reported procedure: The title compound (m.p. 255.5°-257.5° with decomposition, 30% yield) was prepared from ethyl 2-cyano-3-(3-n-butyl-2-pyridylamino)acrylate in a manner similar to that described for the preparation of 3-(1H-tetrazol-5-yl)-4H-pyrido[1,2-a]pyrimidin-4-one in Example 2 of U.S. Pat. No. 4,122,274. Starting materials: C(C1=CC=CC=C1)OC1=C(C=CC=C1C1CCCC1)CC(CSCCC(=O)OC)O (Methyl 7-(2-benzyloxy-3-cyclopentylphenyl)-6-hydroxy-4-thiaheptanoate), N (ammonia). Run in CO (methanol). Reaction conditions: time 7 day. Yields the product C(C1=CC=CC=C1)OC1=C(C=CC=C1C1CCCC1)CC(CSCCC(=O)N)O (7-(2-Benzyloxy-3-cyclopentylphenyl)-6-hydroxy-4-thiaheptanamide). RXN SMILES: [CH2:1]([O:8][C:9]1[C:14]([CH:15]2[CH2:19][CH2:18][CH2:17][CH2:16]2)=[CH:13][CH:12]=[CH:11][C:10]=1[CH2:20][CH:21]([OH:30])[CH2:22][S:23][CH2:24][CH2:25][C:26](OC)=[O:27])[C:2]1[CH:7]=[CH:6][CH:5]=[CH:4][CH:3]=1.[NH3:31]>CO>[CH2:1]([O:8][C:9]1[C:14]([CH:15]2[CH2:19][CH2:18][CH2:17][CH2:16]2)=[CH:13][CH:12]=[CH:11][C:10]=1[CH2:20][CH:21]([OH:30])[CH2:22][S:23][CH2:24][CH2:25][C:26]([NH2:31])=[O:27])[C:2]1[CH:7]=[CH:6][CH:5]=[CH:4][CH:3]=1. Procedure details: 1 g of methyl 7-(2-benzyloxy-3-cyclopentylphenyl)-6-hydroxy-4-thiaheptanoate (Example 1) is dissolved in 20 ml of an approximately 10% strength solution of ammonia in methanol, and the solution is left to stand in a closed vessel at room temperature for 7 days. The solvent is removed by distillation in vacuo, and the residue is purified by column chromatography on silica gel (mobile phase ethyl acetate/cyclohexane 1:4). Starting materials: C(C)(C)(C)C1=C(C(=CC=C1)C(C)(C)C)O (2,6-di-t-butylphenol), C([O-])(O)=O (bicarbonate), CSCC(=O)O (2-(methylthio)acetic acid), C(=O)(C(F)(F)F)OC(=O)C(F)(F)F (TFAA). Run in hexanes, CCOC(=O)C (EtOAc). Conditions: time 5 hour. Product: C(C)(C)(C)C=1C=C(C=C(C1O)C(C)(C)C)C(CSC)=O (1-(3,5-di-t-butyl-4-hydroxyphenyl)-2-(methylsulfanyl)ethanone). As a reaction SMILES: [C:1]([C:5]1[CH:10]=[CH:9][CH:8]=[C:7]([C:11]([CH3:14])([CH3:13])[CH3:12])[C:6]=1[OH:15])([CH3:4])([CH3:3])[CH3:2].[CH3:16][S:17][CH2:18][C:19](O)=[O:20].C(OC(C(F)(F)F)=O)(C(F)(F)F)=O.C(=O)(O)[O-]>CCOC(C)=O>[C:11]([C:7]1[CH:8]=[C:9]([C:19](=[O:20])[CH2:18][S:17][CH3:16])[CH:10]=[C:5]([C:1]([CH3:4])([CH3:3])[CH3:2])[C:6]=1[OH:15])([CH3:14])([CH3:13])[CH3:12]. Reported procedure: 2,6-di-t-butylphenol (1.7680 g, 8.66mmol) is placed in a flame dried RBF, and 2-(methylthio)acetic acid (0.80 mL, 9.19 mmol) is then added. This is then blanketed with argon and TFAA (1.30 mL, 9.20 mmol) is added via syringe at a fast rate. A small amount of CH2C12 is added to aid in mixing. The reaction quickly turns violet and darkens. It is followed by TLC using 10% EtOAc in hexanes. After 5 h, the reaction is carefully poured into 70 mL saturated bicarbonate and extracted with 2 portions of ... Starting materials: C(C1=CC=CC=C1)N1[C@@]2([C@@H](CC[C@H]1[C@@H](C2)C#N)O[C@@H](CO)C2=CC(=CC(=C2)C(F)(F)F)C(F)(F)F)C2=CC=CC=C2 ((1R*,2R*,5S*,6R*)-8-Benzyl-2-{(1R*)-1-[3,5-bis(trifluoromethyl)phenyl]-2-hydroxyethoxy}-6-cyano-1-phenyl-8-azabicyclo[3.2.1]octane), CI (methyl iodide), [H-].[Na+] (sodium hydride), C1COCCOCCOCCOCCOCCO1 (18-crown-6). Solvent: CN(C=O)C (N,N-dimethylformamide). Product: C(C1=CC=CC=C1)N1[C@@]2([C@@H](CC[C@H]1[C@@H](C2)C#N)O[C@@H](COC)C2=CC(=CC(=C2)C(F)(F)F)C(F)(F)F)C2=CC=CC=C2 ((1R*,2R*,5S*,6R*)-8-Benzyl-2-{(1R*)-1-[3,5-bis(trifluoromethyl)phenyl]-2-methoxyethoxy}-6-cyano-1-phenyl-8-azabicyclo[3.2.1]octane), solid. Isolated yield 97.0%. RXN SMILES: [CH2:1]([N:8]1[C@@H:13]2[C@H:14]([C:16]#[N:17])[CH2:15][C@@:9]1([C:36]1[CH:41]=[CH:40][CH:39]=[CH:38][CH:37]=1)[C@H:10]([O:18][C@H:19]([C:22]1[CH:27]=[C:26]([C:28]([F:31])([F:30])[F:29])[CH:25]=[C:24]([C:32]([F:35])([F:34])[F:33])[CH:23]=1)[CH2:20][OH:21])[CH2:11][CH2:12]2)[C:2]1[CH:7]=[CH:6][CH:5]=[CH:4][CH:3]=1.CI.[H-].[Na+].[CH2:46]1OCCOCCOCCOCCOCCOC1>CN(C)C=O>[CH2:1]([N:8]1[C@@H:13]2[C@H:14]([C:16]#[N:17])[CH2:15][C@@:9]1([C:36]1[CH:41]=[CH:40][CH:39]=[CH:38][CH:37]=1)[C@H:10]([O:18][C@H:19]([C:22]1[CH:27]=[C:26]([C:28]([F:30])([F:31])[F:29])[CH:25]=[C:24]([C:32]([F:33])([F:34])[F:35])[CH:23]=1)[CH2:20][O:21][CH3:46])[CH2:11][CH2:12]2)[C:2]1[CH:7]=[CH:6][CH:5]=[CH:4][CH:3]=1 |f:2.3|. Procedure details: (1R*,2R*,5S*,6R*)-8-Benzyl-2-{(1R*)-1-[3,5-bis(trifluoromethyl)phenyl]-2-hydroxyethoxy}-6-cyano-1-phenyl-8-azabicyclo[3.2.1]octane (Example 156; 0.3 g, 0.5 mmol), methyl iodide (0.04 g, 0.02 ml, 0.3 mmol), sodium hydride (0.04 g, 1.6 mmol) and 18-crown-6 (0.3 g, 1 mmol) in N,N-dimethylformamide (3 ml) was heated at 60° C. for 1 hour. The mixture was quenched with water and extracted with ethyl acetate. The organics were collected, dried (MgSO4) and concentrated in vacuo. The residue was purified... Starting materials: C=CCC(=O)O, ClCCl, Cl, COC(=O)c1ccc2occ(CCN)c2c1, Oc1cccc2[nH]nnc12. Yields the product C=CCC(=O)NCCc1coc2ccc(C(=O)OC)cc12. Reaction SMILES: [CH:1](=[CH2:2])[CH2:3][C:4](=[O:5])[OH:6].[Cl:34][CH2:35][Cl:36].[ClH:17].[NH2:18][CH2:19][CH2:20][c:21]1[cH:22][o:23][c:24]2[c:25]1[cH:26][c:27]([C:30](=[O:31])[O:32][CH3:33])[cH:28][cH:29]2.[OH:7][c:8]1[c:9]2[n:10][n:11][nH:12][c:13]2[cH:14][cH:15][cH:16]1>>[CH:1](=[CH2:2])[CH2:3][C:4](=[O:5])[NH:18][CH2:19][CH2:20][c:21]1[cH:22][o:23][c:24]2[c:25]1[cH:26][c:27]([C:30](=[O:31])[O:32][CH3:33])[cH:28][cH:29]2. Yield: 93.5%. Reported procedure: 1,8-diazabicyclo[5.4.0]undec-7-ene (0.304 g, 2 mmol) was added to a mixture of 4a (0.438 g, 2 mmol) and 1,2,3,4-tetrahydroisoquinoline (0.293 g, 2.2 mmol) in DMF (3 ml) at 0° C. over 5 minutes. The mixture was stirred for an additional 5 minutes at room temperature. The mixture was washed with brine, extracted with ethyl acetate and chromatographed to yield 4b (0.592 g, 1.87 mmol, 94%). Yields the product COC1=NC(=NC(=C1[N+](=O)[O-])OC)N1CC2=CC=CC=C2CC1 (2-(4,6-dimethoxy-5-nitropyrimidin-2-yl)-1,2,3,4-tetrahydroisoquinoline). RXN SMILES: [N:1]12[CH2:11][CH2:10][CH2:9]N=[C:7]1[CH2:6][CH2:5][CH2:4][CH2:3][CH2:2]2.Cl[C:13]1[N:18]=[C:17]([O:19][CH3:20])[C:16]([N+:21]([O-:23])=[O:22])=[C:15]([O:24][CH3:25])[N:14]=1.C1C2C(=CC=CC=2)CCN1>CN(C=O)C>[CH3:25][O:24][C:15]1[C:16]([N+:21]([O-:23])=[O:22])=[C:17]([O:19][CH3:20])[N:18]=[C:13]([N:1]2[CH2:11][CH2:10][C:9]3[C:6](=[CH:5][CH:4]=[CH:3][CH:2]=3)[CH2:7]2)[N:14]=1. The solvent is CN(C)C=O (DMF). Reactants: N12CCCCCC2=NCCC1 (1,8-diazabicyclo[5.4.0]undec-7-ene), ClC1=NC(=C(C(=N1)OC)[N+](=O)[O-])OC (2-chloro-4,6-dimethoxy-5-nitropyrimidine), C1NCCC2=CC=CC=C12 (1,2,3,4-tetrahydroisoquinoline). Conditions: time 5 minute.